Dataset: the Open Reaction Database (ORD), a public repository of structured organic reaction records. Task: describe an organic reaction: reactants, conditions, products, and yield The reactants are C(C)(C)(C)C1=C(C=C(C=C1)[N+](=O)[O-])Br (1-(tert-butyl)-2-bromo-4-nitrobenzene), TEA, C(CC=C)O (3-buten-1-ol). The reagents and catalysts are CC(=O)[O-].CC(=O)[O-].[Pd+2] (Pd(OAc)2), C=1C=CC(=CC1)[P](C=2C=CC=CC2)(C=3C=CC=CC3)[Pd]([P](C=4C=CC=CC4)(C=5C=CC=CC5)C=6C=CC=CC6)([P](C=7C=CC=CC7)(C=8C=CC=CC8)C=9C=CC=CC9)[P](C=1C=CC=CC1)(C=1C=CC=CC1)C=1C=CC=CC1 (Pd(PPh3)4). Solvent: C1(=CC=CC=C1)C (toluene). Run at temperature 120 celsius. The product is C(C)(C)(C)C1=C(C=C(C=C1)[N+](=O)[O-])C=CCCO (4-(2-tert-Butyl-5-nitro-phenyl)-but-3-en-1-ol). Reaction SMILES: [C:1]([C:5]1[CH:10]=[CH:9][C:8]([N+:11]([O-:13])=[O:12])=[CH:7][C:6]=1Br)([CH3:4])([CH3:3])[CH3:2].[CH2:15]([OH:19])[CH2:16][CH:17]=[CH2:18]>CC([O-])=O.CC([O-])=O.[Pd+2].C1C=CC([P]([Pd]([P](C2C=CC=CC=2)(C2C=CC=CC=2)C2C=CC=CC=2)([P](C2C=CC=CC=2)(C2C=CC=CC=2)C2C=CC=CC=2)[P](C2C=CC=CC=2)(C2C=CC=CC=2)C2C=CC=CC=2)(C2C=CC=CC=2)C2C=CC=CC=2)=CC=1.C1(C)C=CC=CC=1>[C:1]([C:5]1[CH:10]=[CH:9][C:8]([N+:11]([O-:13])=[O:12])=[CH:7][C:6]=1[CH:18]=[CH:17][CH2:16][CH2:15][OH:19])([CH3:4])([CH3:3])[CH3:2] |f:2.3.4,^1:32,34,53,72|. Reported procedure: A mix of 1-(tert-butyl)-2-bromo-4-nitrobenzene (3.652 g), TEA (5.92 ml), 3-buten-1-ol (5.48 ml), Pd(OAc)2 (32 mg), Pd(PPh3)4 (327 mg) and toluene (40 ml) was degassed with nitrogen and heated in a sealed vessel for 16 h at 120° C. The next day, the reaction mixture was cooled to RT, filtered, and concentrated in vacuo. The crude was eluted on a silica gel column with 15% to 22% EtOAc/hexanes gradient system to yield a yellow-brown oil. The reactants are O=C(c1cccc(C(F)(F)F)c1Cl)N1CCn2c(Br)nnc2C1, O=C([O-])[O-], C1COCCO1, CB1OB(C)OB(C)O1, [K+], [K+], O, c1ccc(P(c2ccccc2)(c2ccccc2)[Pd](P(c2ccccc2)(c2ccccc2)c2ccccc2)(P(c2ccccc2)(c2ccccc2)c2ccccc2)P(c2ccccc2)(c2ccccc2)c2ccccc2)cc1. The product is Cc1nnc2n1CCN(C(=O)c1cccc(C(F)(F)F)c1Cl)C2. Reaction SMILES: [Br:1][c:2]1[n:3][n:4][c:5]2[n:6]1[CH2:7][CH2:8][N:9]([C:11](=[O:12])[c:13]1[c:14]([Cl:23])[c:15]([C:19]([F:20])([F:21])[F:22])[cH:16][cH:17][cH:18]1)[CH2:10]2.[C:33](=[O:34])([O-:35])[O-:36].[CH2:39]1[O:40][CH2:41][CH2:42][O:43][CH2:44]1.[CH3:24][B:25]1[O:26][B:27]([CH3:28])[O:29][B:30]([CH3:31])[O:32]1.[K+:37].[K+:38].[OH2:45].[cH:46]1[cH:47][cH:48][c:49]([P:50]([Pd:51]([P:52]([c:53]2[cH:54][cH:55][cH:56][cH:57][cH:58]2)([c:59]2[cH:60][cH:61][cH:62][cH:63][cH:64]2)[c:65]2[cH:66][cH:67][cH:68][cH:69][cH:70]2)([P:71]([c:72]2[cH:73][cH:74][cH:75][cH:76][cH:77]2)([c:78]2[cH:79][cH:80][cH:81][cH:82][cH:83]2)[c:84]2[cH:85][cH:86][cH:87][cH:88][cH:89]2)[P:90]([c:91]2[cH:92][cH:93][cH:94][cH:95][cH:96]2)([c:97]2[cH:98][cH:99][cH:100][cH:101][cH:102]2)[c:103]2[cH:104][cH:105][cH:106][cH:107][cH:108]2)([c:109]2[cH:110][cH:111][cH:112][cH:113][cH:114]2)[c:115]2[cH:116][cH:117][cH:118][cH:119][cH:120]2)[cH:121][cH:122]1>>[c:2]1([CH3:24])[n:3][n:4][c:5]2[n:6]1[CH2:7][CH2:8][N:9]([C:11](=[O:12])[c:13]1[c:14]([Cl:23])[c:15]([C:19]([F:20])([F:21])[F:22])[cH:16][cH:17][cH:18]1)[CH2:10]2. Starting materials: CC(C)O, Clc1ccc2nccn2n1, O=C(O)C(F)(F)F, CC(C)(O)CC1(c2ccccc2)CCN(C2CCCNC2)C(=O)O1. Product: CC(C)(O)CC1(c2ccccc2)CCN(C2CCCN(c3ccc4nccn4n3)C2)C(=O)O1. RXN SMILES: [CH:42]([OH:43])([CH3:44])[CH3:45].[Cl:32][c:33]1[cH:34][cH:35][c:36]2[n:37]([n:38]1)[cH:39][cH:40][n:41]2.[F:1][C:2]([F:3])([F:4])[C:5]([OH:6])=[O:7].[OH:8][C:9]([CH2:10][C:11]1([c:24]2[cH:25][cH:26][cH:27][cH:28][cH:29]2)[CH2:12][CH2:13][N:14]([CH:18]2[CH2:19][NH:20][CH2:21][CH2:22][CH2:23]2)[C:15](=[O:17])[O:16]1)([CH3:30])[CH3:31]>>[OH:8][C:9]([CH2:10][C:11]1([c:24]2[cH:25][cH:26][cH:27][cH:28][cH:29]2)[CH2:12][CH2:13][N:14]([CH:18]2[CH2:19][N:20]([c:33]3[cH:34][cH:35][c:36]4[n:37]([n:38]3)[cH:39][cH:40][n:41]4)[CH2:21][CH2:22][CH2:23]2)[C:15](=[O:17])[O:16]1)([CH3:30])[CH3:31]. The reactants are COC1=CC=C(C=C1)CSC=1N(C(C(=C(N1)C)C(=O)OC)C1=CC(=CC=C1)[N+](=O)[O-])CC=C (1,6-Dihydro-2-[[(4-methoxyphenyl)methyl]thio]-4-methyl-6-(3-nitrophenyl)-1-(2-propenyl)-5-pyrimidinecarboxylic acid, methyl ester), FC(C(=O)O)(F)F (trifluoroacetic acid), C(C)S (ethanethiol). The solvent is ClCCl (dichloromethane). Reaction conditions: time 2 hour. Product: CC1=C(C(N(C(N1)=S)CC=C)C1=CC(=CC=C1)[N+](=O)[O-])C(=O)OC (1,2,3,4-Tetrahydro-6-methyl-4-(3-nitrophenyl)-3-(2- propenyl)-2-thioxo-5-pyrimidinecarboxylic acid, methyl ester). Reaction SMILES: COC1C=CC(C[S:10][C:11]2[N:12]([CH2:31][CH:32]=[CH2:33])[CH:13]([C:22]3[CH:27]=[CH:26][CH:25]=[C:24]([N+:28]([O-:30])=[O:29])[CH:23]=3)[C:14]([C:18]([O:20][CH3:21])=[O:19])=[C:15]([CH3:17])[N:16]=2)=CC=1.FC(F)(F)C(O)=O.C(S)C>ClCCl>[CH3:17][C:15]1[NH:16][C:11](=[S:10])[N:12]([CH2:31][CH:32]=[CH2:33])[CH:13]([C:22]2[CH:27]=[CH:26][CH:25]=[C:24]([N+:28]([O-:30])=[O:29])[CH:23]=2)[C:14]=1[C:18]([O:20][CH3:21])=[O:19]. Procedure details: 1,6-Dihydro-2-[[(4-methoxyphenyl)methyl]thio]-4-methyl-6-(3-nitrophenyl)-1-(2-propenyl)-5-pyrimidinecarboxylic acid, methyl ester (1.0 g, 2.14 mmol) in 15 ml of dichloromethane under argon at room temperature was treated with trifluoroacetic acid (0.6 ml, 0.85 g, 7.7 mmole) and ethanethiol (0.4 ml, 0.33 g, 5.4 mmole). No change (tlc) occurred within 2 hours. Heating at reflux temperature, however, effected complete reaction in several hours. Starting materials: CC(C)OC(=O)/N=N/C(=O)OC(C)C (DIAD), OC1=CC=C(C=C1)C1=CCN(CC1)C(=O)OCC1=CC=CC=C1 (benzyl 4-(4-hydroxyphenyl)-5,6-dihydropyridine-1(2H)-carboxylate), OCCCN1CCN(CC1)C(=O)OC(C)(C)C (tert-butyl 4-(3-hydroxypropyl)piperazine-1-carboxylate), C1(=CC=CC=C1)P(C1=CC=CC=C1)C1=CC=CC=C1 (triphenylphosphine). Reagents/catalysts: [Pd] (palladium on carbon). Solvent: C1CCOC1 (THF). Run at time 3 hour. The product is N1CCC(CC1)C1=CC=C(OCCCN2CCN(CC2)C(=O)OC(C)(C)C)C=C1 (tert-butyl 4-[3-[4-(piperidin-4-yl)phenoxy]propyl]piperazine-1-carboxylate). Isolated yield 55.8%. Reaction SMILES: CC(OC(/N=N/C(OC(C)C)=O)=O)C.[OH:15][C:16]1[CH:21]=[CH:20][C:19]([C:22]2[CH2:27][CH2:26][N:25](C(OCC3C=CC=CC=3)=O)[CH2:24][CH:23]=2)=[CH:18][CH:17]=1.O[CH2:39][CH2:40][CH2:41][N:42]1[CH2:47][CH2:46][N:45]([C:48]([O:50][C:51]([CH3:54])([CH3:53])[CH3:52])=[O:49])[CH2:44][CH2:43]1.C1(P(C2C=CC=CC=2)C2C=CC=CC=2)C=CC=CC=1>C1COCC1.[Pd]>[NH:25]1[CH2:24][CH2:23][CH:22]([C:19]2[CH:18]=[CH:17][C:16]([O:15][CH2:39][CH2:40][CH2:41][N:42]3[CH2:47][CH2:46][N:45]([C:48]([O:50][C:51]([CH3:52])([CH3:54])[CH3:53])=[O:49])[CH2:44][CH2:43]3)=[CH:21][CH:20]=2)[CH2:27][CH2:26]1. Procedure: DIAD (5.20 mL, 26.39 mmol) was added dropwise to benzyl 4-(4-hydroxyphenyl)-5,6-dihydropyridine-1(2H)-carboxylate (6.80 g, 21.99 mmol), tert-butyl 4-(3-hydroxypropyl)piperazine-1-carboxylate (5.91 g, 24.19 mmol) and triphenylphosphine (6.92 g, 26.39 mmol) in THF (100 mL) under nitrogen. The resulting solution was stirred at ambient temperature for 3 hours. The reaction mixture was evaporated to dryness then the residues were dissolved in ether (50 mL) and stirred for 10 minutes at ambient temper... The reactants are ClC1=C(C(=C(C(=O)OC)C=C1)NCCCCl)[N+](=O)[O-] (methyl 4-chloro-2-[(3-chloropropyl)amino]-3-nitrobenzoate), resultant mixture. The reagents and catalysts are [Fe] (Fe), [Fe] (Fe). Run in CC(=O)O (AcOH), CC(=O)O (AcOH). Reaction conditions: temperature 80 celsius, time 1 hour. Yields the product NC=1C(=C(C(=O)OC)C=CC1Cl)NCCCCl (Methyl 3-amino-4-chloro-2-[(3-chloropropyl)amino]benzoate). Yield: 81.0%. RXN SMILES: [Cl:1][C:2]1[CH:11]=[CH:10][C:5]([C:6]([O:8][CH3:9])=[O:7])=[C:4]([NH:12][CH2:13][CH2:14][CH2:15][Cl:16])[C:3]=1[N+:17]([O-])=O>CC(O)=O.[Fe]>[NH2:17][C:3]1[C:4]([NH:12][CH2:13][CH2:14][CH2:15][Cl:16])=[C:5]([CH:10]=[CH:11][C:2]=1[Cl:1])[C:6]([O:8][CH3:9])=[O:7]. Procedure details: A mixture of methyl 4-chloro-2-[(3-chloropropyl)amino]-3-nitrobenzoate (275 mg, 0.895) and Fe (150 mg, 2.69 mmol) in AcOH (2.8 mL) was stirred at 80° C. for 1 h. AcOH (2.8 mL) and Fe (350 mg, 6.27) were added to the reaction mixture at room temperature, and the resultant mixture was stirred at 80° C. for 30 min, filtered through Celite and concentrated in vacuo. After water was added to the residue, the resultant mixture was extracted with ethyl acetate. The extract was washed with aqueous sodiu... Reactants: O=C(Br)CBr, CSc1sc(C(=N)NC(=O)OC(C)(C)C)cc1S(=O)(=O)c1cccc(-c2c(C)cccc2N)c1, CCOC(C)=O, CCN(C(C)C)C(C)C, ClC(Cl)Cl, ClCCl. Product: CSc1sc(C(=N)NC(=O)OC(C)(C)C)cc1S(=O)(=O)c1cccc(-c2c(C)cccc2NC(=O)CBr)c1. RXN SMILES: [Br:35][CH2:36][C:37](=[O:38])[Br:39].[C:1]([CH3:2])([CH3:3])([CH3:4])[O:5][C:6]([NH:7][C:8](=[NH:9])[c:10]1[s:11][c:12]([S:32][CH3:33])[c:13]([S:15](=[O:16])(=[O:17])[c:18]2[cH:19][c:20](-[c:24]3[c:25]([NH2:31])[cH:26][cH:27][cH:28][c:29]3[CH3:30])[cH:21][cH:22][cH:23]2)[cH:14]1)=[O:34].[CH3:49][CH2:50][O:51][C:52]([CH3:53])=[O:54].[CH:40]([N:41]([CH2:42][CH3:43])[CH:44]([CH3:45])[CH3:46])([CH3:47])[CH3:48].[CH:55]([Cl:56])([Cl:57])[Cl:58].[Cl:59][CH2:60][Cl:61]>>[C:1]([CH3:2])([CH3:3])([CH3:4])[O:5][C:6]([NH:7][C:8](=[NH:9])[c:10]1[s:11][c:12]([S:32][CH3:33])[c:13]([S:15](=[O:16])(=[O:17])[c:18]2[cH:19][c:20](-[c:24]3[c:25]([NH:31][C:37]([CH2:36][Br:35])=[O:38])[cH:26][cH:27][cH:28][c:29]3[CH3:30])[cH:21][cH:22][cH:23]2)[cH:14]1)=[O:34].